describe an organic reaction: reactants, conditions, products, and yield From a dataset of the Open Reaction Database (ORD), a public repository of structured organic reaction records. Starting materials: ClC1=CC=C(OC=2C=[N+](C=CC2)[O-])C=C1 (3-(p-chlorophenoxy)pyridine N-oxide), P(=O)(Cl)(Cl)Cl (phosphorous oxychloride), chlorinated pyridines. Run in C1(=CC=CC=C1)C (toluene), C(Cl)(Cl)Cl (chloroform). Yields the product ClC1=CC=C(C=N1)OC1=CC=C(C=C1)Cl (6-chloro-3-(p-chlorophenoxy)pyridine). RXN SMILES: [Cl:1][C:2]1[CH:15]=[CH:14][C:5]([O:6][C:7]2[CH:8]=[N+:9]([O-])[CH:10]=[CH:11][CH:12]=2)=[CH:4][CH:3]=1.P(Cl)(Cl)([Cl:18])=O>C(Cl)(Cl)Cl.C1(C)C=CC=CC=1>[Cl:18][C:10]1[N:9]=[CH:8][C:7]([O:6][C:5]2[CH:14]=[CH:15][C:2]([Cl:1])=[CH:3][CH:4]=2)=[CH:12][CH:11]=1. Procedure details: A solution of 22 g of 3-(p-chlorophenoxy)pyridine N-oxide in 500 ml of chloroform is added dropwise to 77 g of refluxing phosphorous oxychloride. The mixture is refluxed 30 minutes, cooled and concentrated at reduced pressure. The resulting oil is dissolved in 400 ml of dichloromethane, washed with 40 ml ice cold concentrated ammonium hydroxide and the dichloromethane solution is dried over anhydrous MgSO4. The mixture is filtered, concentrated under reduced pressure and distilled to yield the m... Reactants: CCN1CCC(NC(=O)c2ccccc2)=C(F)C1, CO, ClCCl, [H][H]. Yields the product CCN1CCC(NC(=O)c2ccccc2)C(F)C1. RXN SMILES: [CH2:1]([CH3:2])[N:3]1[CH2:4][C:5]([F:18])=[C:6]([NH:9][C:10]([c:11]2[cH:12][cH:13][cH:14][cH:15][cH:16]2)=[O:17])[CH2:7][CH2:8]1.[CH3:24][OH:25].[Cl:19][CH2:20][Cl:21].[H:22][H:23]>>[CH2:1]([CH3:2])[N:3]1[CH2:4][CH:5]([F:18])[CH:6]([NH:9][C:10]([c:11]2[cH:12][cH:13][cH:14][cH:15][cH:16]2)=[O:17])[CH2:7][CH2:8]1.